Dataset: the Open Reaction Database (ORD), a public repository of structured organic reaction records. Task: describe an organic reaction: reactants, conditions, products, and yield Starting materials: O1CCC(=CC1)C1=C(C=C(C=C1)N1C(O[C@H](C1)C(=O)N)=O)F ((5R)-(−)-3-[4-(3,6-dihydro-2H-pyran-4-yl)-3-fluorophenyl]-2-oxo-5-oxazolidinecarboxamide), [H][H] (hydrogen). The reagents and catalysts are [Pd] (palladium-on-carbon). Solvent: CO (methanol). Yields the product O1CCC(CC1)C1=C(C=C(C=C1)N1C(O[C@H](C1)C(=O)N)=O)F ((5R)-(−)-3-[4-(Tetrahydro-2H-pyran-4-yl)-3-fluorophenyl]-2-oxo-5-oxazolidinecarboxamide). RXN SMILES: [O:1]1[CH2:6][CH:5]=[C:4]([C:7]2[CH:12]=[CH:11][C:10]([N:13]3[CH2:17][C@H:16]([C:18]([NH2:20])=[O:19])[O:15][C:14]3=[O:21])=[CH:9][C:8]=2[F:22])[CH2:3][CH2:2]1.[H][H]>CO.[Pd]>[O:1]1[CH2:6][CH2:5][CH:4]([C:7]2[CH:12]=[CH:11][C:10]([N:13]3[CH2:17][C@H:16]([C:18]([NH2:20])=[O:19])[O:15][C:14]3=[O:21])=[CH:9][C:8]=2[F:22])[CH2:3][CH2:2]1. Reported procedure: A mixture of (5R)-(−)-3-[4-(3,6-dihydro-2H-pyran-4-yl)-3-fluorophenyl]-2-oxo-5-oxazolidinecarboxamide (EXAMPLE 9, Step 2, 200 mg, 0.653 mmol) and 10% palladium-on-carbon (139 mg, 0.131 mmol) in methanol (26 mL) is shaken under a 40 psi hydrogen atmosphere on a Parr apparatus for 5 h. The catalyst is then removed by filtration through a pad of Celite, and the filtrate is concentrated under reduced pressure and chromatographed on a Flash 40S 40 g silica gel (32–63 μm) cartridge, eluting with a gra... Starting materials: C(C)(=O)OC(C)=O (Acetic anhydride), OCCN1C(C(=NC(=C1C)C)C)=O (1-(2-hydroxyethyl)-3,5,6-trimethyl-2-oxo-1,2-dihydropyrazine). Run in N1=CC=CC=C1 (pyridine). Run at time 1.5 hour. The product is C(C)(=O)OCCN1C(C(=NC(=C1C)C)C)=O (1-(2-acetoxyethyl)-3,5,6-trimethyl-2-oxo-1,2-dihydropyrazine). The yield is 51.8%. RXN SMILES: [C:1]([O:4][C:5](=[O:7])[CH3:6])(=O)[CH3:2].OCC[N:11]1[C:16]([CH3:17])=[C:15]([CH3:18])[N:14]=[C:13]([CH3:19])[C:12]1=[O:20]>N1C=CC=CC=1>[C:5]([O:4][CH2:1][CH2:2][N:11]1[C:16]([CH3:17])=[C:15]([CH3:18])[N:14]=[C:13]([CH3:19])[C:12]1=[O:20])(=[O:7])[CH3:6]. Procedure: Acetic anhydride (2 ml) was added under ice-cooling to compound 026 (0.91 g, 5 mM) dissolved in pyridine (10 ml), and stirred at room temperature for 1.5 hours. The reaction mixture was concentrated in vacuo and dilute aqueous K2CO3 was added thereto, the resultant mixture being extracted three times with chloroform. The extract was dried with anhydrous magnesium sulfate and concentrated in vacuo. The residue was charged on a column of silica-gel (Florisil, 60 g) packed with benzene and eluted w... Reactants: ClC=1C(=CC=2C(=NC=3N(C=C(C(C3C2)=O)C(=O)OCC)N(C)C=O)C1)F (8-chloro-3-ethoxycarbonyl-7-fluoro-1-(N-formyl-N-methylamino)-4-oxo-1,4-dihydro-benzo[b][1,8]naphthyridine), Cl (hydrochloric acid), [OH-].[Ca+2].[OH-] (slaked lime). Solvent: C(C)(=O)O (acetic acid). Run at time 4 hour. Product: ClC=1C(=CC=2C(=NC=3N(C=C(C(C3C2)=O)C(=O)O)NC)C1)F (8-chloro-7-fluoro-1-methylamino-4-oxo-1,4-dihydro-benzo[b][1,8]naphthyridine-3-carboxylic acid). Yield: 97.7%. As a reaction SMILES: [Cl:1][C:2]1[C:3]([F:26])=[CH:4][C:5]2[C:6]([CH:25]=1)=[N:7][C:8]1[N:9]([N:21](C=O)[CH3:22])[CH:10]=[C:11]([C:16]([O:18]CC)=[O:17])[C:12](=[O:15])[C:13]=1[CH:14]=2.Cl.[OH-].[Ca+2].[OH-]>C(O)(=O)C>[Cl:1][C:2]1[C:3]([F:26])=[CH:4][C:5]2[C:6]([CH:25]=1)=[N:7][C:8]1[N:9]([NH:21][CH3:22])[CH:10]=[C:11]([C:16]([OH:18])=[O:17])[C:12](=[O:15])[C:13]=1[CH:14]=2 |f:2.3.4|. Reported procedure: A suspension of 16.4 g of 8-chloro-3-ethoxycarbonyl-7-fluoro-1-(N-formyl-N-methylamino)-4-oxo-1,4-dihydro-benzo[b][1,8]naphthyridine in 164 cm3 of acetic acid and 164 cm3 of an aqueous 17.5% hydrochloric acid solution is heated at a temperature close to 100° C., with stirring, for 4 hours. After cooling to a temperature close to 10° C., 165 cm3 of 30% slaked lime is added at between 10° and 20° C. The product is drained and washed with 3 times 150 cm3 of water, 3 times 150 cm3 of ethanol and 3 t... The reactants are C(C)N1S(C2=C(C(=C1)N1CCCC1)C=CC1=CC=CC=C12)(=O)=O (2-ethyl-4-(1-pyrrolidyl)-2H-naphtho[2,1-e]-1,2-thiazine-1,1-dioxide), C(=O)(Cl)Cl (phosgene). Product: C(C)N1S(C2=C(C(=C1C(=O)Cl)N1CCCC1)C=CC1=CC=CC=C12)(=O)=O (2-Ethyl-4-(1-pyrrolidyl)-2H-naphtho[2,1-e]-1,2-thiazine-3-carboxylic acid chloride-1,1-dioxide). As a reaction SMILES: [CH2:1]([N:3]1[CH:8]=[C:7]([N:9]2[CH2:13][CH2:12][CH2:11][CH2:10]2)[C:6]2[CH:14]=[CH:15][C:16]3[C:21]([C:5]=2[S:4]1(=[O:23])=[O:22])=[CH:20][CH:19]=[CH:18][CH:17]=3)[CH3:2].[C:24](Cl)([Cl:26])=[O:25]>>[CH2:1]([N:3]1[C:8]([C:24]([Cl:26])=[O:25])=[C:7]([N:9]2[CH2:13][CH2:12][CH2:11][CH2:10]2)[C:6]2[CH:14]=[CH:15][C:16]3[C:21]([C:5]=2[S:4]1(=[O:23])=[O:22])=[CH:20][CH:19]=[CH:18][CH:17]=3)[CH3:2]. Reported procedure: 2-Ethyl-4-(1-pyrrolidyl)-2H-naphtho[2,1-e]-1,2-thiazine-3-carboxylic acid chloride-1,1-dioxide was prepared analogous to Example 55b from 2-ethyl-4-(1-pyrrolidyl)-2H-naphtho[2,1-e]-1,2-thiazine-1,1-dioxide and phosgene and recovered in the form of a solution in tetrahydrofuran. Starting materials: BrC1=CC(=CC=2NC(=NC21)N2CCN(CC2)C2=NC=CC=C2C(F)(F)F)C(F)(F)F (4-Bromo-6-trifluoromethyl-2-[4-(3-trifluoromethylpyridin-2-yl)piperazin-1-yl]-1H-benzoimidazole), Cl.NCC1=CC=C(C=C1)B(O)O (4-aminomethylphenylboronic acid hydrochloride). Yields the product FC(C=1C=C(C2=C(N=C(N2)N2CCN(CC2)C2=NC=CC=C2C(F)(F)F)C1)C1=CC=C(CN)C=C1)(F)F (4-{6-Trifluoromethyl-2-[4-(3-trifluoromethyl-pyridin-2-yl)-piperazin-1-yl]-3H-benzoimidazol-4-yl}-benzylamine). Procedure: The title compound was prepared from 4-bromo-6-trifluoromethyl-2-[4-(3-trifluoromethyl-pyridin-2-yl)-piperazin-1-yl]-1H-benzoimidazole (Example 7) and 4-aminomethylphenylboronic acid hydrochloride (Acros) under the conditions of Example 51a and isolated as a white amorphous solid. MS (ESI, pos. ion) m/z: 521 (M+1). Reaction SMILES: Br[C:2]1[C:10]2[N:9]=[C:8]([N:11]3[CH2:16][CH2:15][N:14]([C:17]4[C:22]([C:23]([F:26])([F:25])[F:24])=[CH:21][CH:20]=[CH:19][N:18]=4)[CH2:13][CH2:12]3)[NH:7][C:6]=2[CH:5]=[C:4]([C:27]([F:30])([F:29])[F:28])[CH:3]=1.Cl.[NH2:32][CH2:33][C:34]1[CH:39]=[CH:38][C:37](B(O)O)=[CH:36][CH:35]=1>>[F:30][C:27]([F:28])([F:29])[C:4]1[CH:3]=[C:2]([C:37]2[CH:38]=[CH:39][C:34]([CH2:33][NH2:32])=[CH:35][CH:36]=2)[C:10]2[NH:9][C:8]([N:11]3[CH2:12][CH2:13][N:14]([C:17]4[C:22]([C:23]([F:24])([F:25])[F:26])=[CH:21][CH:20]=[CH:19][N:18]=4)[CH2:15][CH2:16]3)=[N:7][C:6]=2[CH:5]=1 |f:1.2|.